From a dataset of the Open Reaction Database (ORD), a public repository of structured organic reaction records. describe an organic reaction: reactants, conditions, products, and yield Starting materials: C1(=CC=CC=C1)CCCN1CCC(=C(CC1)O[Si](C)(C)C)O[Si](C)(C)C (1-(3-phenyl-propyl)-2,3,6,7-tetrahydro-4,5-bis(trimethylsilyloxy)-azepine), Cl.Cl.NCC(=N)N (α-amino-acetamidine dihydrochloride). Yields the product Cl.Cl.NC=1C=NC2=C(CCN(CC2)CCCC2=CC=CC=C2)N1 (2-Amino-7-(3-phenyl-propyl)-6,7,8,9-tetrahydro-5H-pyrazino[2,3-d]azepine dihydrochloride). As a reaction SMILES: [C:1]1([CH2:7][CH2:8][CH2:9][N:10]2[CH2:16][CH2:15][C:14](O[Si](C)(C)C)=[C:13](O[Si](C)(C)C)[CH2:12][CH2:11]2)[CH:6]=[CH:5][CH:4]=[CH:3][CH:2]=1.[ClH:27].Cl.[NH2:29][CH2:30][C:31]([NH2:33])=[NH:32]>>[ClH:27].[ClH:27].[NH2:33][C:31]1[CH:30]=[N:29][C:14]2[CH2:15][CH2:16][N:10]([CH2:9][CH2:8][CH2:7][C:1]3[CH:6]=[CH:5][CH:4]=[CH:3][CH:2]=3)[CH2:11][CH2:12][C:13]=2[N:32]=1 |f:1.2.3,4.5.6|. Reported procedure: This compound was prepared analogous to Example 22 from 1-(3-phenyl-propyl)-2,3,6,7-tetrahydro-4,5-bis(trimethylsilyloxy)-azepine and α-amino-acetamidine dihydrochloride. Starting materials: CC(=O)OCCCCCCCCCCCCC1=C(C)CCCC1(C)C, C1CCCCC1, O, O, Cl[Ru](Cl)Cl. Yields the product CC(=O)OCCCCCCCCCCCCC1=C(C)C(=O)CCC1(C)C. As a reaction SMILES: [C:1]([CH3:2])(=[O:3])[O:4][CH2:5][CH2:6][CH2:7][CH2:8][CH2:9][CH2:10][CH2:11][CH2:12][CH2:13][CH2:14][CH2:15][CH2:16][C:17]1=[C:18]([CH3:25])[CH2:19][CH2:20][CH2:21][C:22]1([CH3:23])[CH3:24].[CH2:27]1[CH2:28][CH2:29][CH2:30][CH2:31][CH2:32]1.[OH2:26].[OH2:33].[Ru:34]([Cl:35])([Cl:36])[Cl:37]>>[C:1]([CH3:2])(=[O:3])[O:4][CH2:5][CH2:6][CH2:7][CH2:8][CH2:9][CH2:10][CH2:11][CH2:12][CH2:13][CH2:14][CH2:15][CH2:16][C:17]1=[C:18]([CH3:25])[C:19](=[O:26])[CH2:20][CH2:21][C:22]1([CH3:23])[CH3:24].